Dataset: the Open Reaction Database (ORD), a public repository of structured organic reaction records. Task: describe an organic reaction: reactants, conditions, products, and yield Starting materials: C(C)(C)N(CC)C(C)C (diisopropylethyl amine), ClC1=NC=C(C(=C1)Cl)[N+](=O)[O-] (2,4-Dichloro-5-nitro-pyridine), C(C)(C)(C)OC(=O)N1CCC(CC1)CN (4-aminomethyl-piperidine-1-carboxylic acid tert-butyl ester). Solvent: CCO.CC(=O)N(C)C (EtOH DMA). Run at time 18 hour. Yields the product C(C)(C)(C)OC(=O)N1CCC(CC1)CNC1=CC(=NC=C1[N+](=O)[O-])Cl (4-[(2-chloro-5-nitro-pyridin-4-ylamino)-methyl]-piperidine-1-carboxylic acid tert-butyl ester). Yield: 81.2%. Reaction SMILES: [Cl:1][C:2]1[CH:7]=[C:6](Cl)[C:5]([N+:9]([O-:11])=[O:10])=[CH:4][N:3]=1.C(N(C(C)C)CC)(C)C.[C:21]([O:25][C:26]([N:28]1[CH2:33][CH2:32][CH:31]([CH2:34][NH2:35])[CH2:30][CH2:29]1)=[O:27])([CH3:24])([CH3:23])[CH3:22]>CCO.CC(N(C)C)=O>[C:21]([O:25][C:26]([N:28]1[CH2:33][CH2:32][CH:31]([CH2:34][NH:35][C:6]2[C:5]([N+:9]([O-:11])=[O:10])=[CH:4][N:3]=[C:2]([Cl:1])[CH:7]=2)[CH2:30][CH2:29]1)=[O:27])([CH3:24])([CH3:23])[CH3:22] |f:3.4|. Reported procedure: 2,4-Dichloro-5-nitro-pyridine (500 mg, 2.59 mmol) was dissolved in EtOH-DMA (15 mL, 1:1). To this solution was added diisopropylethyl amine (0.99 mL, 5.7 mmol) followed by 4-aminomethyl-piperidine-1-carboxylic acid tert-butyl ester (611 mg, 2.85 mmol). The reaction was stirred for 18 h, then concentrated in vacuo. The crude residue was rediluted in EtOAc and poured into H2O. The aqueous phase was separated and extracted two more times with EtOAc. The organic layers were combined, dried (Na2SO4),... Starting materials: C[O-].[Na+] (sodium methoxide), [Na] (sodium), CO (methanol), BrC=1C=NC=C(C1C)Br (3,5-dibromo-4-methyl-pyridine). Run in CN(C=O)C (N,N-dimethylformamide), C(C)(=O)OCC (ethyl acetate). Conditions: temperature 80 celsius. Product: BrC=1C=NC=C(C1C)OC (3-bromo-5-methoxy-4-methylpyridine). Reaction SMILES: [CH3:1][O-:2].[Na+].[Na].CO.[Br:7][C:8]1[CH:9]=[N:10][CH:11]=[C:12](Br)[C:13]=1[CH3:14]>CN(C)C=O.C(OCC)(=O)C>[Br:7][C:8]1[CH:9]=[N:10][CH:11]=[C:12]([O:2][CH3:1])[C:13]=1[CH3:14] |f:0.1,^1:3|. Reported procedure: To a freshly prepared sodium methoxide from sodium metal (0.165 g, 0.0072 mol) and methanol (2.5 mL), 3,5-dibromo-4-methyl-pyridine (1.0 g, 0.0040 mol) dissolved in N,N-dimethylformamide (10 mL) was added and heated at 80° C. overnight. Reaction was diluted with ethyl acetate and quenched with ice water, and layers were separated. The aqueous layer was extracted with ethyl acetate (3×20 mL). The combined organic extracts were washed with saturated aqueous sodium chloride solution, dried over sod... Starting materials: C=CCOc1c(C)cc(C(=N)NO)cc1CC, Cc1cc(C=O)cc(Cl)c1O. Reaction SMILES: [CH2:1]([CH:2]=[CH2:3])[O:4][c:5]1[c:6]([CH2:16][CH3:17])[cH:7][c:8]([C:9](=[NH:10])[NH:11][OH:12])[cH:13][c:14]1[CH3:15].[Cl:18][c:19]1[cH:20][c:21]([CH:27]=[O:28])[cH:22][c:23]([CH3:24])[c:25]1[OH:26]>>[CH2:1]([CH:2]=[CH2:3])[O:4][c:5]1[c:6]([Cl:18])[cH:7][c:8]([C:9](=[NH:10])[NH:11][OH:12])[cH:13][c:14]1[CH3:15]. The product is C=CCOc1c(C)cc(C(=N)NO)cc1Cl. Yields the product C1(CCCCC1)C=1C(=C(C(=O)O)C(=C(C1)C)C)C (3-cyclohexyl-2,5,6-trimethylbenzoic acid). Reactants: [Cl-].[Al+3].[Cl-].[Cl-] (aluminium chloride), C1(CCCCC1)C1=C(C=C(C(=C1)C)C)C (1-cyclohexyl-2,4,5-trimethylbenzene), C(=O)=O (CO2). Procedure details: A 350 ml flask is charged with 44.0 g (0.33 mol) of aluminium chloride and 80.9 g (0.40 mol) of 1-cyclohexyl-2,4,5-trimethylbenzene (97.7%; of Example E). With stirring, CO2 gas is passed over the reaction mixture over c. 17 hours at room temperature. The dark brown solution is then diluted with 200 ml of toluene and poured onto ice. The two phases are separated and the organic phase is extracted with 10% sodium hydroxide solution. The basic aqueous phase is acidified with hydrochloric acid and ... RXN SMILES: [Cl-].[Al+3].[Cl-].[Cl-].[CH:5]1([C:11]2[CH:16]=[C:15]([CH3:17])[C:14]([CH3:18])=[CH:13][C:12]=2[CH3:19])[CH2:10][CH2:9][CH2:8][CH2:7][CH2:6]1.[C:20](=[O:22])=[O:21]>C1(C)C=CC=CC=1>[CH:5]1([C:11]2[C:12]([CH3:19])=[C:13]([C:14]([CH3:18])=[C:15]([CH3:17])[CH:16]=2)[C:20]([OH:22])=[O:21])[CH2:6][CH2:7][CH2:8][CH2:9][CH2:10]1 |f:0.1.2.3|. Run in C1(=CC=CC=C1)C (toluene). Starting materials: C1OC23[C@]4(C)[C@@H](CC2(OCCO3)OC1)[C@@H]1[C@@H](CC3CCCC[C@]3(C)[C@H]1CC4)N (17,17-bis(ethylendioxy)-7α-aminoandrostane), C1OC23[C@]4(C)[C@@H](CC2(OCCO3)OC1)[C@@H]1C[C@@H](C3CCCC[C@]3(C)[C@H]1CC4)NC=O (17,17-bis(ethylendioxy)-6α-formamidoandrostane). Yields the product C1OC23[C@]4(C)[C@@H](CC2(OCCO3)OC1)[C@@H]1[C@@H](CC3CCCC[C@]3(C)[C@H]1CC4)NC=O (17,17-Bis(ethylendioxy)-7α-formamidoandrostane). Isolated yield 92.0%. As a reaction SMILES: [CH2:1]1[CH2:14][O:13][C:8]23[O:9][CH2:10][CH2:11][O:12][C:3]2([C@:4]2([CH2:27][CH2:26][C@H:25]4[C@@H:15]([C@H:16]([NH2:28])[CH2:17][CH:18]5[C@:23]4([CH3:24])[CH2:22][CH2:21][CH2:20][CH2:19]5)[C@@H:6]2[CH2:7]3)[CH3:5])[O:2]1.[CH2:29]1COC23OCCOC2([C@]2(CC[C@H]4[C@@H](C[C@H](NC=O)C5[C@]4(C)CCCC5)[C@@H]2C3)C)[O:30]1>>[CH2:11]1[CH2:10][O:9][C:8]23[O:13][CH2:14][CH2:1][O:2][C:3]2([C@:4]2([CH2:27][CH2:26][C@H:25]4[C@@H:15]([C@H:16]([NH:28][CH:29]=[O:30])[CH2:17][CH:18]5[C@:23]4([CH3:24])[CH2:22][CH2:21][CH2:20][CH2:19]5)[C@@H:6]2[CH2:7]3)[CH3:5])[O:12]1. Reported procedure: 17,17-Bis(ethylendioxy)-7α-formamidoandrostane was prepared in 92% yield from 3,3:17,17-bis(ethylendioxy)-7α-aminoandrostane by the procedure described above for the preparation of 3,3:17,17-bis(ethylendioxy)-6α-formamidoandrostane (II-bc, Prepn. 28). 1H-NMR (300 MHz, DMSO-d6, ppm from TMS: δ 8.23 (dd, 1H), 7.97 (d, 1H), 4.00-3.70 (m, 8H), 1.85-1.05 (m, 20H), 0.76 (s, 3H), 0.74 (s, 3H).